Task: describe an organic reaction: reactants, conditions, products, and yield. Dataset: the Open Reaction Database (ORD), a public repository of structured organic reaction records The reactants are C(C=C)N(C)CCCCCC=1C=C2C=CNC2=CC1 (Allyl-[5-(1H-indol-5-yl)-pentyl]-methyl-amine), BrC1=CC(=CC=C1)F (1-bromo-3-fluoro-benzene). Product: C(C=C)N(C)CCCCCC=1C=C2C=CN(C2=CC1)C1=CC(=CC=C1)Br (Allyl-{5-[1-(3-bromo-phenyl)-1H-indol-5-yl]-pentyl}-methyl-amine). Reaction SMILES: [CH2:1]([N:4]([CH2:6][CH2:7][CH2:8][CH2:9][CH2:10][C:11]1[CH:12]=[C:13]2[C:17](=[CH:18][CH:19]=1)[NH:16][CH:15]=[CH:14]2)[CH3:5])[CH:2]=[CH2:3].[Br:20][C:21]1[CH:26]=[CH:25][CH:24]=[C:23](F)[CH:22]=1>>[CH2:1]([N:4]([CH2:6][CH2:7][CH2:8][CH2:9][CH2:10][C:11]1[CH:12]=[C:13]2[C:17](=[CH:18][CH:19]=1)[N:16]([C:23]1[CH:24]=[CH:25][CH:26]=[C:21]([Br:20])[CH:22]=1)[CH:15]=[CH:14]2)[CH3:5])[CH:2]=[CH2:3]. Reported procedure: In analogy to example 4.6, Allyl-[5-(1H-indol-5-yl)-pentyl]-methyl-amine and 1-bromo-3-fluoro-benzene were converted to yield Allyl-{5-[1-(3-bromo-phenyl)-1H-indol-5-yl]-pentyl}-methyl-amine as light brown oil, MS: 411 (MH+, 1Br). Starting materials: C(#N)N=C(NCCSCC1=NOC(=N1)NC(=N)N)SC (3-[2-(3-cyano-2-methyl-isothioureido)ethylthiomethyl]-5-guanidino-1,2,4-oxadiazole), CN (methylamine). The solvent is C(C)O (ethanol), C(C)O (ethanol). Reaction conditions: time 18 hour. Product: C(#N)N=C(NCCSCC1=NOC(=N1)NC(=N)N)NC (3-[2-(2-cyano-3-methylguanidino)ethylthiomethyl]-5-guanidino-1,2,4-oxadiazole). As a reaction SMILES: [C:1]([N:3]=[C:4](SC)[NH:5][CH2:6][CH2:7][S:8][CH2:9][C:10]1[N:14]=[C:13]([NH:15][C:16]([NH2:18])=[NH:17])[O:12][N:11]=1)#[N:2].[CH3:21][NH2:22]>C(O)C>[C:1]([N:3]=[C:4]([NH:22][CH3:21])[NH:5][CH2:6][CH2:7][S:8][CH2:9][C:10]1[N:14]=[C:13]([NH:15][C:16]([NH2:18])=[NH:17])[O:12][N:11]=1)#[N:2]. Reported procedure: To a solution of 3-[2-(3-cyano-2-methyl-isothioureido)ethylthiomethyl]-5-guanidino-1,2,4-oxadiazole (0.7 g.) in ethanol (20 ml.) was added a 33% w/v solution of methylamine in ethanol (30 ml.) The solution was kept for 18 hours at 20°, evaporated in vacuo and the residue finally dried at 30°/0.05 mm. to give 3-[2-(2-cyano-3-methylguanidino)ethylthiomethyl]-5-guanidino-1,2,4-oxadiazole as a white solid, m.p. 185°-188°. Procedure details: To a solution of dichloromethane (100 mL), 2-(1-amino-2-methyl-propyl)-3-benzyl-3H-pyrido[4,3-d]pyrimidin-4-one (1.92 mmol) and Na(OAc)3BH (0.814 g, 3.84 mmol), was added t-butyl-N-(3-oxopropyl)-carbamate (0.400 g, 2.30 mmol) at room temperature. The mixture was stirred at room temperature for 3 hours, after which it was diluted with dichloromethane (100 mL), washed with saturated sodium bicarbonate, water and brine, and dried over sodium sulfate. After concentration under reduced pressure, the ... The solvent is ClCCl (dichloromethane), ClCCl (dichloromethane). Reaction conditions: time 3 hour. RXN SMILES: [NH2:1][CH:2]([C:6]1[N:7]([CH2:17][C:18]2[CH:23]=[CH:22][CH:21]=[CH:20][CH:19]=2)[C:8](=[O:16])[C:9]2[CH:15]=[N:14][CH:13]=[CH:12][C:10]=2[N:11]=1)[CH:3]([CH3:5])[CH3:4].[BH-](O[C:34]([CH3:36])=[O:35])(OC(C)=O)OC(C)=O.[Na+].[C:38]([O:42][C:43](=[O:49])[NH:44][CH2:45][CH2:46][CH:47]=O)([CH3:41])([CH3:40])[CH3:39]>ClCCl>[NH2:44][CH2:45][CH2:46][CH2:47][N:1]([C@@H:2]([C:6]1[N:7]([CH2:17][C:18]2[CH:23]=[CH:22][CH:21]=[CH:20][CH:19]=2)[C:8](=[O:16])[C:9]2[CH:15]=[N:14][CH:13]=[CH:12][C:10]=2[N:11]=1)[CH:3]([CH3:5])[CH3:4])[C:34](=[O:35])[C:36]1[CH:22]=[CH:23][C:18]([CH3:17])=[CH:19][CH:20]=1.[C:38]([O:42][C:43](=[O:49])[NH:44][CH2:45][CH2:46][CH2:47][NH:1][CH:2]([C:6]1[N:7]([CH2:17][C:18]2[CH:23]=[CH:22][CH:21]=[CH:20][CH:19]=2)[C:8](=[O:16])[C:9]2[CH:15]=[N:14][CH:13]=[CH:12][C:10]=2[N:11]=1)[CH:3]([CH3:5])[CH3:4])([CH3:41])([CH3:40])[CH3:39] |f:1.2|. Yield: 285.3%. The reactants are NC(C(C)C)C=1N(C(C2=C(N1)C=CN=C2)=O)CC2=CC=CC=C2 (2-(1-amino-2-methyl-propyl)-3-benzyl-3H-pyrido[4,3-d]pyrimidin-4-one), [BH-](OC(=O)C)(OC(=O)C)OC(=O)C.[Na+] (Na(OAc)3BH), C(C)(C)(C)OC(NCCC=O)=O (t-butyl-N-(3-oxopropyl)-carbamate). Yields the product NCCCN(C(C1=CC=C(C=C1)C)=O)[C@H](C(C)C)C=1N(C(C2=C(N1)C=CN=C2)=O)CC2=CC=CC=C2 ((R)—N-(3-Amino-propyl)-N-[1-(3-benzyl-4-oxo-3,4-dihydro-pyrido[4,3-d]pyrimidin-2-yl)-2-methyl-propyl]-4-methyl-benzamide), C(C)(C)(C)OC(NCCCNC(C(C)C)C=1N(C(C2=C(N1)C=CN=C2)=O)CC2=CC=CC=C2)=O ({3-[1-(3-benzyl-4-oxo-3,4-dihydro-pyrido[4,3-d]pyrimidin-2-yl)-2-methyl-propylamino]-propyl}-carbamic acid tert-butyl ester). The reactants are N (ammonia), CC1=CC(=NN1CC1=CC=C(C=C1)C)C(=O)O (5-methyl-1-(4-methylbenzyl)-1H-pyrazole-3-carboxylic acid), CC1=CC(=NN1CC1=CC=C(C=C1)C)C(=O)O (5-methyl-1-(4-methylbenzyl)-1H-pyrazole-3-carboxylic acid), C(C(=O)Cl)(=O)Cl (oxalylchloride). The reagents and catalysts are CN(C)C=O (DMF). Run in O1CCOCC1 (dioxane), ClCCl (dichloromethane). Reaction conditions: time 1 hour. Yields the product CC1=CC(=NN1CC1=CC=C(C=C1)C)C(=O)N (5-Methyl-1-(4-methylbenzyl)-1H-pyrazole-3-carboxamide). RXN SMILES: [CH3:1][C:2]1[N:6]([CH2:7][C:8]2[CH:13]=[CH:12][C:11]([CH3:14])=[CH:10][CH:9]=2)[N:5]=[C:4]([C:15]([OH:17])=O)[CH:3]=1.C(Cl)(=O)C(Cl)=O.[NH3:24]>ClCCl.CN(C=O)C.O1CCOCC1>[CH3:1][C:2]1[N:6]([CH2:7][C:8]2[CH:13]=[CH:12][C:11]([CH3:14])=[CH:10][CH:9]=2)[N:5]=[C:4]([C:15]([NH2:24])=[O:17])[CH:3]=1. Procedure details: To a mechanically stirred solution of 5-methyl-1-(4-methylbenzyl)-1H-pyrazole-3-carboxylic acid (Intermediate B, 500 mg, 2.17 mmol) in dichloromethane (15 mL) was added dropwise oxalylchloride (950 μL, 10.9 mmol) and one drop DMF. After stirring at rt for 1 h, all volatiles were removed in vacuo. The crude acid chloride thus obtained was re-dissolved in dioxane (10 mL) and added dropwise to aqueous ammonia (33%, 6.4 mL) at 0° C. After the addition was complete, the reaction mixture was stirred a...